From a dataset of the Open Reaction Database (ORD), a public repository of structured organic reaction records. describe an organic reaction: reactants, conditions, products, and yield The reactants are [BH4-].[Na+] (Sodium borohydride), ClC=1C=C(C=CC1)C=1C2=C(N(C(N1)=O)CC)N=C(C=C2)C=O (4-(3-chlorophenyl)-1-ethylpyrido[2,3-d]pyrimidin-2(1H)-one-7-carbaldehyde), C(C)O (ethanol). Solvent: CC(=O)C (acetone). Run at time 30 minute. The product is ClC=1C=C(C=CC1)C=1C2=C(N(C(N1)=O)CC)N=C(C=C2)CO (4-(3-chlorophenyl)-1-ethyl-7-hydroxymethylpyrido[2,3-d]pyrimidin-2(1H)-one). Yield: 23.2%. As a reaction SMILES: [BH4-].[Na+].[Cl:3][C:4]1[CH:5]=[C:6]([C:10]2[C:11]3[CH:22]=[CH:21][C:20]([CH:23]=[O:24])=[N:19][C:12]=3[N:13]([CH2:17][CH3:18])[C:14](=[O:16])[N:15]=2)[CH:7]=[CH:8][CH:9]=1.C(O)C>CC(C)=O>[Cl:3][C:4]1[CH:5]=[C:6]([C:10]2[C:11]3[CH:22]=[CH:21][C:20]([CH2:23][OH:24])=[N:19][C:12]=3[N:13]([CH2:17][CH3:18])[C:14](=[O:16])[N:15]=2)[CH:7]=[CH:8][CH:9]=1 |f:0.1|. Procedure details: Sodium borohydride (35 mg, 0.9 mmol) was added to a mixture of 1.16 g (3.7 mmol) of 4-(3-chlorophenyl)-1-ethylpyrido[2,3-d]pyrimidin-2(1H)-one-7-carbaldehyde and 20 ml of ethanol under ice-cooling, followed by stirring for 30 minutes under ice-cooling. The reaction solution was mixed with acetone and concentrated under a reduced pressure, and the resulting residue was mixed with water and extracted with chloroform. The chloroform layer was dried over anhydrous magnesium sulfate, magnesium sulfat... Starting materials: P(O)(O)(O)=O (phosphoric acid), FC1=CC=C(C=C1)C=1OC2=C(N1)C=C(C=C2)C(C(=O)O)C (2(4-fluorophenyl)α-methyl-5-benzoxazole acetic acid), OC1=C(C=C(C=C1)CC(=O)O)N (4-hydroxy-3-amino-phenylacetic acid), FC1=CC=C(C(=O)Cl)C=C1 (4-fluorobenzoyl chloride). Product: FC1=CC=C(C=C1)C=1OC2=C(N1)C=C(C=C2)CC(=O)O (2(4-fluorophenyl)5-benzoxazole acetic acid). As a reaction SMILES: [F:1][C:2]1[CH:7]=[CH:6][C:5]([C:8]2[O:9][C:10]3[CH:16]=[CH:15][C:14]([CH:17](C)[C:18]([OH:20])=[O:19])=[CH:13][C:11]=3[N:12]=2)=[CH:4][CH:3]=1.OC1C=CC(CC(O)=O)=CC=1N.FC1C=CC(C(Cl)=O)=CC=1.P(=O)(O)(O)O>>[F:1][C:2]1[CH:3]=[CH:4][C:5]([C:8]2[O:9][C:10]3[CH:16]=[CH:15][C:14]([CH2:17][C:18]([OH:20])=[O:19])=[CH:13][C:11]=3[N:12]=2)=[CH:6][CH:7]=1. Procedure details: A process for preparing 2(4-fluorophenyl)α-methyl-5-benzoxazole acetic acid starting from 4-hydroxy-3-amino-phenylacetic acid, which is firstly reacted with 4-fluorobenzoyl chloride, and the product obtained is reacted with phosphoric acid; the 2(4-fluorophenyl)5-benzoxazole acetic acid obtained in this manner is esterified with ethyl alcohol, and the ester is treated with diethyloxalate; the ethyl 2(4-fluorophenyl)5-benzoxazole oxalacetate obtained is reacted with formaldehyde and potassium car... Starting materials: COC1=CC=C(C(=O)C2=CNC3=CC=CC=C23)C=C1 (3-(p-methoxybenzoyl)indole), C(C)(=O)OC(C)=O (acetic anhydride). Run in N1=CC=CC=C1 (pyridine). Conditions: time 8 hour. Yields the product COC1=CC=C(C(=O)C2=CN(C3=CC=CC=C23)C(C)=O)C=C1 (3-(p-methoxybenzoyl)-N-acetylindole). Reaction SMILES: [CH3:1][O:2][C:3]1[CH:19]=[CH:18][C:6]([C:7]([C:9]2[C:17]3[C:12](=[CH:13][CH:14]=[CH:15][CH:16]=3)[NH:11][CH:10]=2)=[O:8])=[CH:5][CH:4]=1.[C:20](OC(=O)C)(=[O:22])[CH3:21]>N1C=CC=CC=1>[CH3:1][O:2][C:3]1[CH:4]=[CH:5][C:6]([C:7]([C:9]2[C:17]3[C:12](=[CH:13][CH:14]=[CH:15][CH:16]=3)[N:11]([C:20](=[O:22])[CH3:21])[CH:10]=2)=[O:8])=[CH:18][CH:19]=1. Reported procedure: 1 g of compound 1 was added to the mixture of 50 ml each of acetic anhydride and pyridine, and then the solution was stirred overnight at room temperature. The reaction mixture was evaporated to dryness under reduced pressure. The resulting crude crystals were recrystallized from chloroform to obtain 3-(p-methoxybenzoyl)-N-acetylindole (compound 5) in the form of white crystals. (Yield: 90%). The reactants are glass, resultant mixture, OC1=CC=C(C=C1)C1=CC=C(C=C1)O (4,4'-dihydroxybiphenyl), [N+](=O)([O-])C1=CC(=CC=C1)[N+](=O)[O-] (m-dinitrobenzene), C([O-])([O-])=O.[K+].[K+] (potassium carbonate). The solvent is CN(C=O)C (N,N-dimethylformamide). Reaction conditions: temperature 65 celsius. Product: [N+](=O)([O-])C=1C=C(OC2=CC=C(C=C2)C2=CC=C(C=C2)OC2=CC(=CC=C2)[N+](=O)[O-])C=CC1 (4,4'-bis(3-nitrophenoxy)biphenyl). Yield: 99.4%. Reaction SMILES: O[C:2]1[CH:7]=[CH:6][C:5]([C:8]2[CH:13]=[CH:12][C:11]([OH:14])=[CH:10][CH:9]=2)=[CH:4][CH:3]=1.[N+]([C:18]1[CH:23]=[CH:22][CH:21]=[C:20]([N+:24]([O-:26])=[O:25])[CH:19]=1)([O-])=O.[C:27](=[O:30])([O-])[O-].[K+].[K+]>CN(C)C=O>[N+:24]([C:20]1[CH:19]=[C:18]([CH:23]=[CH:22][CH:21]=1)[O:14][C:11]1[CH:12]=[CH:13][C:8]([C:5]2[CH:6]=[CH:7][C:2]([O:30][C:27]3[CH:23]=[CH:18][CH:19]=[C:20]([N+:24]([O-:26])=[O:25])[CH:21]=3)=[CH:3][CH:4]=2)=[CH:9][CH:10]=1)([O-:26])=[O:25] |f:2.3.4|. Procedure details: A 3 liter glass reaction vessel was charged with 186 grams (1.0 mol) of 4,4'-dihydroxybiphenyl, 438 grams (2.6 mols) of m-dinitrobenzene, 363 grams of potassium carbonate and 2,000 ml of N,N-dimethylformamide. The mixture was reacted at a temperature of 145°-150° C. for 16 hours. After completing the reaction, the resultant mixture was cooled and filtered to remove potassium nitrite. The solvent was distilled off from the filtrate under reduced pressure. The residue was cooled to 65° C., added w... Reactants: ClC1=CC=C(C=C1)S(=O)(=O)N=C=O (4-chlorobenzenesulfonylisocyanate), NC1=C(C(=O)O)C=CC(=C1)F (2-amino-4-fluorobenzoic acid). Product: ClC1=CC=C(C=C1)S(=O)(=O)N1C(NC2=CC(=CC=C2C1=O)F)=O (3-(4-chlorobenzenesulfonyl)-7-fluoro-2,4(1H,3H)-quinazolinedione). Isolated yield 83.7%. Reaction SMILES: [Cl:1][C:2]1[CH:7]=[CH:6][C:5]([S:8]([N:11]=[C:12]=[O:13])(=[O:10])=[O:9])=[CH:4][CH:3]=1.[NH2:14][C:15]1[CH:23]=[C:22]([F:24])[CH:21]=[CH:20][C:16]=1[C:17](O)=[O:18]>>[Cl:1][C:2]1[CH:3]=[CH:4][C:5]([S:8]([N:11]2[C:17](=[O:18])[C:16]3[C:15](=[CH:23][C:22]([F:24])=[CH:21][CH:20]=3)[NH:14][C:12]2=[O:13])(=[O:9])=[O:10])=[CH:6][CH:7]=1. Procedure: 2.31 g (10.6 mmol) of 4-chlorobenzenesulfonylisocyanate and 1.50 g (9.67 mmol) of 2-amino-4-fluorobenzoic acid were treated in the same way as in Example 1 to obtain 2.87 g of the above-identified compound (yield 83.7%). Properties: colorless crystal, Melting point: >200° C., PMR (δppm, DMSO-d6): 6.86 (1H,d), 7.04 (1H,t), 7.76 (2H,d), 7.93 (1H,dd), 8.17 (2H,d), 11.65 (1H,br). Starting materials: C(CCC)[Li] (n-butyllithium), 3-endo-t-Butyldimethylsilyloxytricyclo[3,2,0,02,7 ]heptan-6-one, CCOCC (ether), cuprous n-propyl acetylide, CCOCC (ether), [Cl-].[NH4+] (ammonium chloride), [Si](C)(C)(C(C)(C)C)OC(C=CI)CCCCC (3-t-Butyldimethylsilyloxy-1-iodo-1-octene). The solvent is CCCCCC (hexane), CN(C)P(N(C)C)N(C)C (hexamethylphosphorus triamide), light petroleum. Conditions: time 0.5 hour. Yields the product [Si](C)(C)(C(C)(C)C)OC12C(CC(CC1)C2)=O (t-butyldimethylsilyloxybicyclo[2,2,1]heptan-2-one). As a reaction SMILES: [Si:1]([O:8][CH:9]([CH2:13][CH2:14][CH2:15][CH2:16][CH3:17])[CH:10]=CI)([C:4]([CH3:7])([CH3:6])[CH3:5])([CH3:3])[CH3:2].C([Li])CCC.[Cl-].[NH4+].CC[O:27]CC>CCCCCC.CN(P(N(C)C)N(C)C)C>[Si:1]([O:8][C:9]12[CH2:10][CH:15]([CH2:14][CH2:13]1)[CH2:16][C:17]2=[O:27])([C:4]([CH3:5])([CH3:6])[CH3:7])([CH3:2])[CH3:3] |f:2.3|. Procedure details: 3-t-Butyldimethylsilyloxy-1-iodo-1-octene (6.07 g) in dry light petroleum (b.p. 60°-80°, 50 ml) was cooled, under nitrogen, to -70°, 2.1 M n-butyllithium in hexane solution (8.0 ml) was added and the solution was stirred 1/2 hour at -70°. A solution of cuprous n-propyl acetylide (2.15 g) in ether (25 ml) and hexamethylphosphorus triamide (6.04 ml) was added to this solution which was stirred for a further 15 minutes at -70°. 3-endo-t-Butyldimethylsilyloxytricyclo[3,2,0,02,7 ]heptan-6-one (3.7 g)... Reaction SMILES: C(N1[C:13]2[C:8](=[CH:9][C:10]([NH:14][C:15]3[CH:25]=[CH:24][C:18]([C:19]([O:21][CH2:22][CH3:23])=[O:20])=[CH:17][CH:16]=3)=[CH:11][CH:12]=2)[C:7]([CH3:27])([CH3:26])[CH2:6][CH2:5]1)(C)C.[CH:28](=O)[CH3:29].[C:31]([BH3-])#N.[Na+].[OH-].[Na+].[C:37](#[N:39])[CH3:38]>C(O)(=O)C>[CH:37]([N:39]1[C:9]2[C:8](=[CH:13][C:12]([CH2:11][CH2:10][NH:14][C:15]3[CH:16]=[CH:17][C:18]([C:19]([O:21][CH2:22][CH3:23])=[O:20])=[CH:24][CH:25]=3)=[CH:28][CH:29]=2)[C:7]([CH3:26])([CH3:27])[CH2:6][CH2:5]1)([CH3:31])[CH3:38] |f:2.3,4.5|. Solvent: C(C)(=O)O (acetic acid). The yield is 83.0%. The product is C(C)(C)N1CCC(C2=CC(=CC=C12)CCNC1=CC=C(C(=O)OCC)C=C1)(C)C (Ethyl 4-[(1-isopropyl-4,4-dimethyl-1,2,3,4-tetrahydroquinolin-6-yl)ethylamino]benzoate). Reported procedure: Ethyl 4-[(1-isopropyl-4,4-dimethyl-1,2,3,4-tetrahydroquinolin-6-yl)amino]benzoate (Compound 8, 80 mg, 0.22 mmol) was dissolved in a 10% acetic acid in acetonitrile solution (2.0 mL). The solution was treated with acetaldehyde (0.10 mL, 1.80 mmol) and then sodium cyanoborohydride (18 mg, 0.29 mmol) and the reaction mixture was stirred at room temperature for 1.5 hours. 1M aqueous NaOH was added until pH=6 and the solution was extracted with ether (2×), washed with brine, and dried (Na2SO4). The f... Starting materials: C(C)(C)N1CCC(C2=CC(=CC=C12)NC1=CC=C(C(=O)OCC)C=C1)(C)C (Ethyl 4-(1-isopropyl-4,4-dimethyl-1,2,3,4-tetrahydroquinolin-6-ylamino)benzoate), C(C)(C)N1CCC(C2=CC(=CC=C12)NC1=CC=C(C(=O)OCC)C=C1)(C)C (Ethyl 4-(1-isopropyl-4,4-dimethyl-1,2,3,4-tetrahydroquinolin-6-ylamino)benzoate), C(C)#N (acetonitrile), C(#N)[BH3-].[Na+] (sodium cyanoborohydride), [OH-].[Na+] (NaOH), C(C)=O (acetaldehyde). The reactants are BrCc1ccccc1, CC(C)(C)OC(=O)NC(Cc1ccc(I)cc1)C(=O)O, C1CCC2=NCCCN2CC1, CC#N. Product: CC(C)(C)OC(=O)NC(Cc1ccc(I)cc1)C(=O)OCc1ccccc1. Reaction SMILES: [Br:32][CH2:33][c:34]1[cH:35][cH:36][cH:37][cH:38][cH:39]1.[C:1](=[O:2])([O:3][C:4]([CH3:5])([CH3:6])[CH3:7])[NH:8][CH:9]([CH2:10][c:11]1[cH:12][cH:13][c:14]([I:17])[cH:15][cH:16]1)[C:18](=[O:19])[OH:20].[CH2:21]1[CH2:22][CH2:23][C:24]2=[N:29][CH2:28][CH2:27][CH2:26][N:25]2[CH2:30][CH2:31]1.[CH3:40][C:41]#[N:42]>>[C:1](=[O:2])([O:3][C:4]([CH3:5])([CH3:6])[CH3:7])[NH:8][CH:9]([CH2:10][c:11]1[cH:12][cH:13][c:14]([I:17])[cH:15][cH:16]1)[C:18]([O:19][CH2:33][c:34]1[cH:35][cH:36][cH:37][cH:38][cH:39]1)=[O:20]. Starting materials: C(C)(C)(C)C=1C=C(N(N1)C1=CC=C(C=C1)C)NC(=O)NC=1C=NC(=C(C1)C)N1CCNCC1 (1-(5-tert-butyl-2-p-tolyl-2H-pyrazol-3-yl)-3-(5-methyl-6-piperazin-1-yl-pyridin-3-yl)-urea), 4-N,N-dimethylaminopyridine, C(Cl)Cl (CH2Cl2), Cl.CN(CCCN=C=NCC)C (N-(3-dimethylaminopropyl)-N′-ethylcarbodiimide hydrochloride), FC1=C(C(=O)O)C(=CC=C1)F (2,6-difluorobenzoic acid). The solvent is O (water), C(C)#N (acetonitrile). The product is C(C)(C)(C)C=1C=C(N(N1)C1=CC=C(C=C1)C)NC(=O)NC=1C=NC(=C(C1)C)N1CCN(CC1)C(C1=C(C=CC=C1F)F)=O (1-(5-tert-Butyl-2-p-tolyl-2H-pyrazol-3-yl)-3-{6-[4-(2,6-difluoro-benzoyl)-piperazin-1-yl]-5-methyl-pyridin-3-yl}-urea). RXN SMILES: [C:1]([C:5]1[CH:6]=[C:7]([NH:17][C:18]([NH:20][C:21]2[CH:22]=[N:23][C:24]([N:28]3[CH2:33][CH2:32][NH:31][CH2:30][CH2:29]3)=[C:25]([CH3:27])[CH:26]=2)=[O:19])[N:8]([C:10]2[CH:15]=[CH:14][C:13]([CH3:16])=[CH:12][CH:11]=2)[N:9]=1)([CH3:4])([CH3:3])[CH3:2].Cl.CN(C)CCCN=C=NCC.[F:46][C:47]1[CH:55]=[CH:54][CH:53]=[C:52]([F:56])[C:48]=1[C:49](O)=[O:50].C(Cl)Cl>C(#N)C.O>[C:1]([C:5]1[CH:6]=[C:7]([NH:17][C:18]([NH:20][C:21]2[CH:22]=[N:23][C:24]([N:28]3[CH2:29][CH2:30][N:31]([C:49](=[O:50])[C:48]4[C:47]([F:46])=[CH:55][CH:54]=[CH:53][C:52]=4[F:56])[CH2:32][CH2:33]3)=[C:25]([CH3:27])[CH:26]=2)=[O:19])[N:8]([C:10]2[CH:15]=[CH:14][C:13]([CH3:16])=[CH:12][CH:11]=2)[N:9]=1)([CH3:4])([CH3:2])[CH3:3] |f:1.2|. Procedure: Place 1-(5-tert-butyl-2-p-tolyl-2H-pyrazol-3-yl)-3-(5-methyl-6-piperazin-1-yl-pyridin-3-yl)-urea (300 mg, 0.670 mmol), N-(3-dimethylaminopropyl)-N′-ethylcarbodiimide hydrochloride (154 mg, 0.804 mmol), 2,6-difluorobenzoic acid (127 mg, 0.804 mmol), and 4-N,N-dimethylaminopyridine (15 mg, 0.134 mmol) in acetonitrile (10 mL). Heat the reaction to 60° C. for 18 hours. Cool reaction to room temperature and add CH2Cl2 and water. Separate organic layer and extract aqueous layer with CH2Cl2 (2×20 mL). ... Reactants: BrB(Br)Br, COc1cc(F)cc(C(Cc2ccccc2)(NC(=O)c2ccc(F)c(C(F)(F)F)c2)c2ccc(Cl)cn2)c1, ClCCl. Yields the product O=C(NC(Cc1ccccc1)(c1cc(O)cc(F)c1)c1ccc(Cl)cn1)c1ccc(F)c(C(F)(F)F)c1. Reaction SMILES: [B:39]([Br:40])([Br:41])[Br:42].[Cl:1][c:2]1[cH:3][cH:4][c:5]([C:8]([CH2:9][c:10]2[cH:11][cH:12][cH:13][cH:14][cH:15]2)([c:16]2[cH:17][c:18]([F:24])[cH:19][c:20]([O:22][CH3:23])[cH:21]2)[NH:25][C:26]([c:27]2[cH:28][c:29]([C:34]([F:35])([F:36])[F:37])[c:30]([F:33])[cH:31][cH:32]2)=[O:38])[n:6][cH:7]1.[Cl:43][CH2:44][Cl:45]>>[Cl:1][c:2]1[cH:3][cH:4][c:5]([C:8]([CH2:9][c:10]2[cH:11][cH:12][cH:13][cH:14][cH:15]2)([c:16]2[cH:17][c:18]([F:24])[cH:19][c:20]([OH:22])[cH:21]2)[NH:25][C:26]([c:27]2[cH:28][c:29]([C:34]([F:35])([F:36])[F:37])[c:30]([F:33])[cH:31][cH:32]2)=[O:38])[n:6][cH:7]1.